The task is: describe an organic reaction: reactants, conditions, products, and yield. This data is from the Open Reaction Database (ORD), a public repository of structured organic reaction records. The reactants are C1(=CC=CC=C1)C(C1=CC=CC=C1)(C1=CC=CC=C1)NC1[C@@H]2N(C(C(S2)(C)C)C2=NN=NN2CC2=CC=C(C=C2)OCC2=CC=CC=C2)C1=O (6-(triphenylmethylamino)-2,2-dimethyl-3-(1-[p-benzyloxybenzyl]tetrazol-5-yl)penam), O.C1(=CC=C(C=C1)S(=O)(=O)O)C (p-toluenesulfonic acid monohydrate), CC(=O)C (acetone). Solvent: CCOCC (ether). Reaction conditions: time 3 minute. The product is NC1[C@@H]2N(C(C(S2)(C)C)C2=NN=NN2CC2=CC=C(C=C2)OCC2=CC=CC=C2)C1=O (6-amino-2,2-dimethyl-3-(1-[p-benzyloxybenzyl]tetrazol-5-yl)penam). Isolated yield 69.0%. RXN SMILES: C1(C([NH:20][CH:21]2[C:49](=[O:50])[N:23]3[CH:24]([C:29]4[N:33]([CH2:34][C:35]5[CH:40]=[CH:39][C:38]([O:41][CH2:42][C:43]6[CH:48]=[CH:47][CH:46]=[CH:45][CH:44]=6)=[CH:37][CH:36]=5)[N:32]=[N:31][N:30]=4)[C:25]([CH3:28])([CH3:27])[S:26][C@H:22]23)(C2C=CC=CC=2)C2C=CC=CC=2)C=CC=CC=1.O.C1(C)C=CC(S(O)(=O)=O)=CC=1.CC(C)=O>CCOCC>[NH2:20][CH:21]1[C:49](=[O:50])[N:23]2[CH:24]([C:29]3[N:33]([CH2:34][C:35]4[CH:36]=[CH:37][C:38]([O:41][CH2:42][C:43]5[CH:48]=[CH:47][CH:46]=[CH:45][CH:44]=5)=[CH:39][CH:40]=4)[N:32]=[N:31][N:30]=3)[C:25]([CH3:28])([CH3:27])[S:26][C@H:22]12 |f:1.2|. Procedure details: A solution consisting of 558 mg. of 6-(triphenylmethylamino)-2,2-dimethyl-3-(1-[p-benzyloxybenzyl]tetrazol-5-yl)penam, 156 mg. of p-toluenesulfonic acid monohydrate and 1 ml. of acetone is stored at ambient temperature for 2.5 hrs. It is then added with stirring to 50 ml. of ether. After stirring for a further 10 min., the solid which precipitates is filtered. This affords 394 mg. of the p-toluenesulfonate of the product. A 304-mg. aliquot of this p-toluenesulfonate salt is dissolved in 10 ml. o... The reactants are CC(CNC1=CC(=NC(=N1)NC)NC=1C=C(C(=O)NC)C=CC1C)(C)C (3-[6-(2,2-Dimethyl-propylamino)-2-methylamino-pyrimidin-4-ylamino]-4,N-dimethyl-benzamide), C([O-])(O)=O.[Na+] (sodium bicarbonate), BrBr (bromine). The solvent is C(Cl)Cl (methylene chloride). Yields the product BrC=1C(=NC(=NC1NCC(C)(C)C)NC)NC=1C=C(C(=O)NC)C=CC1C (3-[5-Bromo-6-(2,2-dimethyl-propylamino)-2-methylamino-pyrimidin-4-ylamino]-4,N-dimethyl-benzamide). Reaction SMILES: [CH3:1][C:2]([CH3:26])([CH3:25])[CH2:3][NH:4][C:5]1[N:10]=[C:9]([NH:11][CH3:12])[N:8]=[C:7]([NH:13][C:14]2[CH:15]=[C:16]([CH:21]=[CH:22][C:23]=2[CH3:24])[C:17]([NH:19][CH3:20])=[O:18])[CH:6]=1.C(=O)(O)[O-].[Na+].[Br:32]Br>C(Cl)Cl>[Br:32][C:6]1[C:7]([NH:13][C:14]2[CH:15]=[C:16]([CH:21]=[CH:22][C:23]=2[CH3:24])[C:17]([NH:19][CH3:20])=[O:18])=[N:8][C:9]([NH:11][CH3:12])=[N:10][C:5]=1[NH:4][CH2:3][C:2]([CH3:26])([CH3:25])[CH3:1] |f:1.2|. Procedure details: 3-[6-(2,2-Dimethyl-propylamino)-2-methylamino-pyrimidin-4-ylamino]-4,N-dimethyl-benzamide (35 mg), aq. sat. sodium bicarbonate (0.05 mL) and bromine (21 mg) were stirred in methylene chloride (1 mL) at room temperature for overnight. The product (4 mg) was purified with preparative thin layer chromatography. MS (m/z): 435 (M+H). The reactants are C(C)(C)(C)NS(=O)(=O)C1=C(C=CC=C1)C1=CC=C(C=C1)NC(=O)C1=C(CCC1)C1=CC(=CC=C1)C#N (N-[4-(2-{[(tert-butyl)amino]sulfonyl}phenyl)phenyl][2-(3-cyanophenyl)cyclopent-1-enyl]carboxamide), C(C)(=O)[O-].[NH4+] (ammonium acetate). Solvent: CO (methanol), CO (methanol). Conditions: time 8 hour. Product: S(N)(=O)(=O)C1=C(C=CC=C1)C1=CC=C(C=C1)NC(=O)C1=C(CCC1)C=1C=C(C=CC1)C(=N)N (3-(2-{N-[4-(2-sulfamoylphenyl)phenyl]carbamoyl}cyclopent-1-enyl)benzenecarboxamidine). Isolated yield 63.4%. RXN SMILES: C([NH:5][S:6]([C:9]1[CH:14]=[CH:13][CH:12]=[CH:11][C:10]=1[C:15]1[CH:20]=[CH:19][C:18]([NH:21][C:22]([C:24]2[CH2:28][CH2:27][CH2:26][C:25]=2[C:29]2[CH:34]=[CH:33][CH:32]=[C:31]([C:35]#[N:36])[CH:30]=2)=[O:23])=[CH:17][CH:16]=1)(=[O:8])=[O:7])(C)(C)C.C([O-])(=O)C.[NH4+:41]>CO>[S:6]([C:9]1[CH:14]=[CH:13][CH:12]=[CH:11][C:10]=1[C:15]1[CH:16]=[CH:17][C:18]([NH:21][C:22]([C:24]2[CH2:28][CH2:27][CH2:26][C:25]=2[C:29]2[CH:30]=[C:31]([C:35]([NH2:41])=[NH:36])[CH:32]=[CH:33][CH:34]=2)=[O:23])=[CH:19][CH:20]=1)(=[O:8])(=[O:7])[NH2:5] |f:1.2|. Reported procedure: To a solution of N-[4-(2-{[(tert-butyl)amino]sulfonyl}phenyl)phenyl][2-(3-cyanophenyl)cyclopent-1-enyl]carboxamide (70 mg, 0.137 mmol) in 5 ml anhydrous methanol cooled in an ice bath was bubbled HCl gas until saturation was achieved. Reaction was allowed to warm to room temperature and stirred overnight. The reaction was then concentrated in vacuo and dried under hi vacuum. The dried residue was dissolved in 5 ml anhydrous methanol to which ammonium acetate (77 mg, 1 mmol) was added and the rea...